Task: describe an organic reaction: reactants, conditions, products, and yield. Dataset: the Open Reaction Database (ORD), a public repository of structured organic reaction records Reactants: Cl.NC(=N)N (guanidine hydrochloride), CN(C=CC(=O)C1=CC=2C3=C(C(NC2C=C1)=O)NC=C3)C.C(C)C(=O)[O-] (8-(3-dimethylamino-acryloyl)-4-oxo-4,5-dihydro-3H-pyrrolo[2,3-c]quinoline 1-ethyl carboxylate). The solvent is CC(=O)N(C)C (dimethylacetamide). Reaction conditions: temperature 130 celsius, time 4 day. Yields the product NC1=NC=CC(=N1)C1=CC=2C3=C(C(NC2C=C1)=O)NC=C3.C(C)C(=O)[O-] (8-(2-amino-pyrimidin-4-yl)-4-oxo-4,5-dihydro-3H-pyrrolo[2,3-c]quinoline 1-ethyl carboxylate). Isolated yield 56.1%. As a reaction SMILES: Cl.[NH2:2][C:3]([NH2:5])=[NH:4].CN(C)[CH:8]=[CH:9][C:10]([C:12]1[CH:21]=[CH:20][C:19]2[NH:18][C:17](=[O:22])[C:16]3[NH:23][CH:24]=[CH:25][C:15]=3[C:14]=2[CH:13]=1)=O.[CH2:27]([C:29]([O-:31])=[O:30])[CH3:28]>CC(N(C)C)=O>[NH2:4][C:3]1[N:5]=[C:10]([C:12]2[CH:21]=[CH:20][C:19]3[NH:18][C:17](=[O:22])[C:16]4[NH:23][CH:24]=[CH:25][C:15]=4[C:14]=3[CH:13]=2)[CH:9]=[CH:8][N:2]=1.[CH2:27]([C:29]([O-:31])=[O:30])[CH3:28] |f:0.1,2.3,5.6|. Reported procedure: 83 mg (0.87 mmol) of guanidine hydrochloride is added to a suspension of 204 mg (0.58 mmol) of 8-(3-dimethylamino-acryloyl)-4-oxo-4,5-dihydro-3H-pyrrolo[2,3-c]quinoline-1-ethyl carboxylate in 2.3 mL of anhydrous dimethylacetamide. The mixture is stirred at 130° C. for 4 days then the solvent is evaporated. The residue is triturated with methanol to give a solid which is collected by filtration then washed with methanol and then diisopropyl ether. After drying, 114 mg (56%) of 8-(2-amino-pyrimidi... Starting materials: CCCC(NC(=O)OC(C)(C)C)C(=O)Nc1cc(C(C)(C)C)on1, Nc1ccon1. The product is CCC(NC(=O)OC(C)(C)C)C(=O)Nc1cc(C(C)(C)C)on1. As a reaction SMILES: [C:1]([CH3:2])([CH3:3])([CH3:4])[O:5][C:6]([NH:7][CH:8]([CH2:9][CH2:10][CH3:11])[C:12]([NH:13][c:14]1[n:15][o:16][c:17]([C:19]([CH3:20])([CH3:21])[CH3:22])[cH:18]1)=[O:23])=[O:24].[NH2:25][c:26]1[cH:27][cH:28][o:29][n:30]1>>[C:1]([CH3:2])([CH3:3])([CH3:4])[O:5][C:6]([NH:7][CH:8]([CH2:9][CH3:10])[C:12]([NH:13][c:14]1[n:15][o:16][c:17]([C:19]([CH3:20])([CH3:21])[CH3:22])[cH:18]1)=[O:23])=[O:24]. The reactants are CC(=O)O, COc1ccc2c(c1)C(=O)CCC2, [N-]=[N+]=[N-], [Na+], [Na+], [OH-], O=S(=O)(O)O. Product: COc1ccc2c(c1)NC(=O)CCC2. RXN SMILES: [CH3:25][C:26](=[O:27])[OH:28].[CH3:5][O:6][c:7]1[cH:8][cH:9][c:10]2[c:15]([cH:16]1)[C:14](=[O:17])[CH2:13][CH2:12][CH2:11]2.[N-:2]=[N+:3]=[N-:4].[Na+:1].[Na+:24].[OH-:23].[S:18](=[O:19])(=[O:20])([OH:21])[OH:22]>>[NH:2]1[C:14](=[O:17])[CH2:13][CH2:12][CH2:11][c:10]2[cH:9][cH:8][c:7]([O:6][CH3:5])[cH:16][c:15]21. Starting materials: C(C)(C)OC1=C(C(=O)O)C=C(C=C1)S(=O)(=O)C (2-Isopropoxy-5-methanesulfonyl-benzoic acid), COC1=CC2=C(N=C(S2)N2CCNCC2)C=C1 (6-Methoxy-2-piperazin-1-yl-benzothiazole). The solvent is O1CCCC1 (tetrahydrofuran). The product is C(C)(C)OC1=C(C=C(C=C1)S(=O)(=O)C)C(=O)N1CCN(CC1)C=1SC2=C(N1)C=CC(=C2)OC ((2-Isopropoxy-5-methanesulfonyl-phenyl)-[4-(6-methoxy-benzothiazol-2-yl)-piperazin-1-yl]-methanone). RXN SMILES: [CH:1]([O:4][C:5]1[CH:13]=[CH:12][C:11]([S:14]([CH3:17])(=[O:16])=[O:15])=[CH:10][C:6]=1[C:7]([OH:9])=O)([CH3:3])[CH3:2].[CH3:18][O:19][C:20]1[CH:34]=[CH:33][C:23]2[N:24]=[C:25]([N:27]3[CH2:32][CH2:31][NH:30][CH2:29][CH2:28]3)[S:26][C:22]=2[CH:21]=1>O1CCCC1>[CH:1]([O:4][C:5]1[CH:13]=[CH:12][C:11]([S:14]([CH3:17])(=[O:16])=[O:15])=[CH:10][C:6]=1[C:7]([N:30]1[CH2:31][CH2:32][N:27]([C:25]2[S:26][C:22]3[CH:21]=[C:20]([O:19][CH3:18])[CH:34]=[CH:33][C:23]=3[N:24]=2)[CH2:28][CH2:29]1)=[O:9])([CH3:2])[CH3:3]. Procedure details: Prepared in analogy to example 1.1 b) from 2-Isopropoxy-5-methanesulfonyl-benzoic acid (Example 2.2) and 6-Methoxy-2-piperazin-1-yl-benzothiazole in tetrahydrofuran. The crude material was purified by chromatography (SiO2, heptane/ethyl acetate) to yield the title compound as a white foam. Reactants: O, CCCC1(O)CCN(C(=O)OCc2ccccc2)C1C. Product: CCCC1(O)CCNC1C. Reaction SMILES: [OH2:21].[OH:1][C:2]1([CH2:18][CH2:19][CH3:20])[CH:3]([CH3:17])[N:4]([C:7]([O:8][CH2:9][c:10]2[cH:11][cH:12][cH:13][cH:14][cH:15]2)=[O:16])[CH2:5][CH2:6]1>>[OH:1][C:2]1([CH2:18][CH2:19][CH3:20])[CH:3]([CH3:17])[NH:4][CH2:5][CH2:6]1.